This data is from the Open Reaction Database (ORD), a public repository of structured organic reaction records. The task is: describe an organic reaction: reactants, conditions, products, and yield The reactants are O (water), C1(=CC=C(C=C1)S(=O)(=O)OCC(CCCCC)F)C ((+)-2-fluoroheptyl p-toluenesulfonate), C(CCCCCCC)C=1C=NC(=NC1)C1=CC=C(C=C1)O (5-octyl-2-(4-hydroxyphenyl)pyrimidine), [OH-].[Na+] (sodium hydroxide). Run in C(CCC)O (1-butanol), C(CCC)O (1-butanol). Reaction conditions: time 5.5 hour. The product is C(CCCCCCC)C=1C=NC(=NC1)C1=CC=C(C=C1)OCC(CCCCC)F ((+)-5-octyl-2-[4-(2-fluoroheptyloxy)phenyl]pyrimidine). Reaction SMILES: C1(C)C=CC(S(O[CH2:11][CH:12]([F:18])[CH2:13][CH2:14][CH2:15][CH2:16][CH3:17])(=O)=O)=CC=1.[CH2:20]([C:28]1[CH:29]=[N:30][C:31]([C:34]2[CH:39]=[CH:38][C:37]([OH:40])=[CH:36][CH:35]=2)=[N:32][CH:33]=1)[CH2:21][CH2:22][CH2:23][CH2:24][CH2:25][CH2:26][CH3:27].[OH-].[Na+].O>C(O)CCC>[CH2:20]([C:28]1[CH:33]=[N:32][C:31]([C:34]2[CH:39]=[CH:38][C:37]([O:40][CH2:11][CH:12]([F:18])[CH2:13][CH2:14][CH2:15][CH2:16][CH3:17])=[CH:36][CH:35]=2)=[N:30][CH:29]=1)[CH2:21][CH2:22][CH2:23][CH2:24][CH2:25][CH2:26][CH3:27] |f:2.3|. Procedure: 0.43 g (1.5 mmol) of the thus obtained (+)-2-fluoroheptyl p-toluenesulfonate and 0.28 g (1.0 mmol) of 5-octyl-2-(4-hydroxyphenyl)pyrimidine were mixed with 0.2 ml o±1-butanol, followed by sufficient stirring. To the solution was quickly added a previously obtained alkaline solution of 0.048 g (1.2 mmol) of sodium hydroxide in 1.0 ml of 1-butanol, followed by 5.5 hours of heat-refluxing. After the reaction, 10 ml of distilled water was added, and the mixture was extracted respectively once with 1... Reactants: CC#N, O=C1CCC(=O)N1Cl, COC(=O)c1ccc(N)c(C)c1. Product: COC(=O)c1cc(C)c(N)c(Cl)c1. As a reaction SMILES: [CH3:21][C:22]#[N:23].[Cl:13][N:14]1[C:15](=[O:16])[CH2:17][CH2:18][C:19]1=[O:20].[NH2:1][c:2]1[c:3]([CH3:12])[cH:4][c:5]([C:6](=[O:7])[O:8][CH3:9])[cH:10][cH:11]1>>[NH2:1][c:2]1[c:3]([CH3:12])[cH:4][c:5]([C:6](=[O:7])[O:8][CH3:9])[cH:10][c:11]1[Cl:13]. Starting materials: Cl (HCl), C(CC)C1=CC=C(C=C1)C(CC(=O)O)CC(=O)O (3-(4-propylphenyl)glutaric acid), C(CC)C1=CC=C(C=O)C=C1 (4-propyl-benzaldehyde), C(CC(=O)C)(=O)OCC (ethyl acetoacetate), [OH-].[Na+] (NaOH). The solvent is C(C)(=O)Cl (acetyl chloride), C(C)O (ethanol). Reaction conditions: time 8 hour. The product is C(CC)C1=CC=C(C=C1)C1CC(=O)OC(C1)=O (3-(4-propylphenyl)glutaric anhydride). RXN SMILES: C(C1C=CC(C=O)=CC=1)CC.C(OCC)(=O)CC(C)=O.[OH-].[Na+].Cl.[CH2:24]([C:27]1[CH:32]=[CH:31][C:30]([CH:33]([CH2:38][C:39]([OH:41])=[O:40])[CH2:34][C:35]([OH:37])=O)=[CH:29][CH:28]=1)[CH2:25][CH3:26]>C(O)C.C(Cl)(=O)C>[CH2:24]([C:27]1[CH:28]=[CH:29][C:30]([CH:33]2[CH2:34][C:35](=[O:37])[O:41][C:39](=[O:40])[CH2:38]2)=[CH:31][CH:32]=1)[CH2:25][CH3:26] |f:2.3|. Procedure: To a solution of commercial 4-propyl-benzaldehyde (5 g) and ethyl acetoacetate (8.77 g) in ethanol (10 ml) piperidine (1 ml) was added with stirring at rt. The yellow solution was kept at rt overnight. The precipitate was collected by suction filtration and washed with ethanol. After drying in vacuo 8.75 g of a faint yellowish solid (the bis-adduct of acetoacetate to the benzaldehyde) was isolated. The finely divided solid was added in portions to 40% NaOH (120 g) with stirring. The resulting ye...